From a dataset of the Open Reaction Database (ORD), a public repository of structured organic reaction records. describe an organic reaction: reactants, conditions, products, and yield Reactants: O1CCNC2=C1C=CC=C2 (3,4-dihydro-2H-1,4-benzoxazine), NC1=C(C=CC=C1)O (o-aminophenol), ClC1=C(C=CC=C1)CC(=O)Cl (2-chlorophenylacetyl chloride). The product is C1(=CC=CC=C1)C1OC2=C(NC1)C=CC=C2 (3,4-dihydro-2-phenyl-2H-1,4-benzoxazine). RXN SMILES: [O:1]1[C:6]2[CH:7]=[CH:8][CH:9]=[CH:10][C:5]=2[NH:4][CH2:3][CH2:2]1.N[C:12]1[CH:17]=[CH:16][CH:15]=[CH:14][C:13]=1O.ClC1C=CC=CC=1CC(Cl)=O>>[C:12]1([CH:2]2[CH2:3][NH:4][C:5]3[CH:10]=[CH:9][CH:8]=[CH:7][C:6]=3[O:1]2)[CH:17]=[CH:16][CH:15]=[CH:14][CH:13]=1. Procedure: By a procedure similar to that described for the synthesis of 3,4-dihydro-2H-1,4-benzoxazine (Example 142), o-aminophenol and 2-chlorophenylacetyl chloride produces 3,4-dihydro-2-phenyl-2H-1,4-benzoxazine, m.p. 113°-116° which, according to the reaction scheme of Example 110 is converted to the title compound, m.p. 311°-313°. Reactants: C(=O)NC=1SC=C(N1)C(C(=O)O)=NOC (2-(2-formamidothiazol-4-yl)-2-methoxyiminoacetic acid), S(=O)(Cl)Cl (thionyl chloride). The reagents and catalysts are CN(C=O)C (N,N-Dimethylformamide). Reaction conditions: temperature 60 celsius, time 5 minute. Yields the product C(=O)NC=1SC=C(N1)C(C(=O)Cl)=NOC (2-(2-formamidothiazol-4-yl)-2-methoxyiminoacetyl chloride). RXN SMILES: [CH:1]([NH:3][C:4]1[S:5][CH:6]=[C:7]([C:9](=[N:13][O:14][CH3:15])[C:10](O)=[O:11])[N:8]=1)=[O:2].S(Cl)([Cl:18])=O>CN(C)C=O>[CH:1]([NH:3][C:4]1[S:5][CH:6]=[C:7]([C:9](=[N:13][O:14][CH3:15])[C:10]([Cl:18])=[O:11])[N:8]=1)=[O:2]. Procedure: N,N-Dimethylformamide (3 drops) was added to a suspension of 2-(2-formamidothiazol-4-yl)-2-methoxyiminoacetic acid (syn isomer, 23 g.) in thionyl chloride (230 ml), and stirred at 60° C. for 5 minutes. After concentrating the solution in vacuo, benzene was added to the residue. The presipitates were collected by filtration, washed with benzene (30 ml.) three times and diethyl ether in turn to give 2-(2-formamidothiazol-4-yl)-2-methoxyiminoacetyl chloride (anti isomer, 18 g.). On the other hand, ... Procedure: A mixture of 6-[2-amino-6-(methylsulfonyl)-4-pyrimidinyl]-1H-indazol-3-amine (300 mg, 0.99 mmol), 2-(2-methylphenyl)ethanamine (300 mg, 2.22 mmol), and Hunig's base (2 mL) in NMP (3 mL) was heated for 2 hours at 160° C. in a BiotageInitiator® microwave synthesizer. Upon cooling, the mixture was decanted to remove the solids, and the resulting solution was concentrated to dryness. The crude material was purified by RPHPLC to afford the title compound (150 mg) as a yellow solid. 1H NMR (400 MHz, D... As a reaction SMILES: [NH2:1][C:2]1[N:7]=[C:6]([C:8]2[CH:16]=[C:15]3[C:11]([C:12]([NH2:17])=[N:13][NH:14]3)=[CH:10][CH:9]=2)[CH:5]=[C:4](S(C)(=O)=O)[N:3]=1.[CH3:22][C:23]1[CH:28]=[CH:27][CH:26]=[CH:25][C:24]=1[CH2:29][CH2:30][NH2:31].CCN(C(C)C)C(C)C>CN1C(=O)CCC1>[NH2:17][C:12]1[C:11]2[C:15](=[CH:16][C:8]([C:6]3[N:7]=[C:2]([NH2:1])[N:3]=[C:4]([NH:31][CH2:30][CH2:29][C:24]4[CH:25]=[CH:26][CH:27]=[CH:28][C:23]=4[CH3:22])[CH:5]=3)=[CH:9][CH:10]=2)[NH:14][N:13]=1. Run in CN1CCCC1=O (NMP). The yield is 42.2%. The product is NC1=NNC2=CC(=CC=C12)C1=CC(=NC(=N1)N)NCCC1=C(C=CC=C1)C (6-(3-Amino-1H-indazol-6-yl)-N4-[2-(2-methylphenyl)ethyl]-2,4-pyrimidinediamine). Reactants: NC1=NC(=CC(=N1)C1=CC=C2C(=NNC2=C1)N)S(=O)(=O)C (6-[2-amino-6-(methylsulfonyl)-4-pyrimidinyl]-1H-indazol-3-amine), CC1=C(C=CC=C1)CCN (2-(2-methylphenyl)ethanamine), CCN(C(C)C)C(C)C (Hunig's base). Conditions: temperature 160 celsius. Reactants: COC=1C=C(CCN)C=CC1OC (3,4-dimethoxyphenethylamine), C(N)(=O)C1=C(C=C(C=C1)Cl)NCC(=O)O (N-(2-carbamoyl-5-chlorophenyl)glycine). Run in C(Cl)(Cl)Cl (chloroform). Reaction conditions: time 6 hour. The product is C(N)(=O)C1=C(C=C(C=C1)Cl)NCC(=O)NCCC1=CC(=C(C=C1)OC)OC (2-(2-carbamoyl-5-chlorophenylamino)-N-(3,4-dimethoxyphenethyl)acetamide). The yield is 56.5%. RXN SMILES: [CH3:1][O:2][C:3]1[CH:4]=[C:5]([CH:9]=[CH:10][C:11]=1[O:12][CH3:13])[CH2:6][CH2:7][NH2:8].[C:14]([C:17]1[CH:22]=[CH:21][C:20]([Cl:23])=[CH:19][C:18]=1[NH:24][CH2:25][C:26](O)=[O:27])(=[O:16])[NH2:15]>C(Cl)(Cl)Cl>[C:14]([C:17]1[CH:22]=[CH:21][C:20]([Cl:23])=[CH:19][C:18]=1[NH:24][CH2:25][C:26]([NH:8][CH2:7][CH2:6][C:5]1[CH:9]=[CH:10][C:11]([O:12][CH3:13])=[C:3]([O:2][CH3:1])[CH:4]=1)=[O:27])(=[O:16])[NH2:15]. Procedure details: To 0.36 g of 3,4-dimethoxyphenethylamine was added 0.46 g of N-(2-carbamoyl-5-chlorophenyl)glycine and the mixture was stirred at 175° to 185° C. for 6 hours under nitrogen atmosphere. After cooling, the mixture was dissolved in 50 ml of chloroform and the chloroform solution was filtered to remove insoluble materials. The filtrate was washed with 5% hydrochloric acid, a 5% aqueous sodium carbonate solution and water and then dried. The solvent was evaporated in vacuo, and the residue was subjec... Reactants: CC1(S(N=C(OC1(C)C)OC1=CC=C(C=C1)[N+](=O)[O-])(=O)=O)C (5,5,6,6-tetramethyl-2-(4-nitrophenoxy)-5,6-dihydro-1,4,3-oxathiazine 4,4-dioxide), C1(CCCCC1)N (cyclohexylamine). Run in ClCCl (dichloromethane), ClCCl (dichloromethane). Run at time 15 minute. The product is C1(CCCCC1)NC=1OC(C(S(N1)(=O)=O)(C)C)(C)C (Cyclohexyl-(5,5,6,6-tetramethyl-4,4-dioxo-5,6-dihydro-4H-4lambda6-[1,4,3]oxathiazin-2-yl)amine). Yield: 23.5%. RXN SMILES: [CH3:1][C:2]1([CH3:22])[C:7]([CH3:9])([CH3:8])[O:6][C:5](OC2C=CC([N+]([O-])=O)=CC=2)=[N:4][S:3]1(=[O:21])=[O:20].[CH:23]1([NH2:29])[CH2:28][CH2:27][CH2:26][CH2:25][CH2:24]1>ClCCl>[CH:23]1([NH:29][C:5]2[O:6][C:7]([CH3:8])([CH3:9])[C:2]([CH3:1])([CH3:22])[S:3](=[O:20])(=[O:21])[N:4]=2)[CH2:28][CH2:27][CH2:26][CH2:25][CH2:24]1. Procedure: 200 mg of 5,5,6,6-tetramethyl-2-(4-nitrophenoxy)-5,6-dihydro-1,4,3-oxathiazine 4,4-dioxide and 60 mg of cyclohexylamine were dissolved in 2 ml of dichloromethane, and the mixture was stirred at room temperature for 15 minutes. Subsequently, the reaction solution was diluted with 50 ml of dichloromethane, washed twice with 50 ml of 0.1 N aqueous sodium hydroxide solution, twice with 50 ml of 1 N aqueous hydrochloric acid and with 50 ml of saturated aqueous sodium hydrogencarbonate solution, dried... Yields the product C(C)(C)(C)OC(C1=CC(=C(C=C1)[N+](=O)[O-])NCCC(=O)OCC)=O (3-(2-Ethoxycarbonyl-ethylamino)-4-nitro-benzoic acid tert-butyl ester). Isolated yield 85.7%. Reported procedure: 3-fluoro-4-nitro-benzoic acid tert-butyl ester (1 g, 4.14 mmol) and Beta-Alanine ethyl ester hydrochloride 1.037 g, 6.75 mmol) were dissolved in DMF (10 ml). To the solution DIEA 0.872 g, 6.75 mmol) was added and the mixture stirred at room temperature overnight. The reaction mixture was diluted with water (100 ml), extracted with Ethyl acetate 3×, dried over MgSO4, filtered and evaporated to dryness to afford 1.2 g of solid was obtained (86%). Run at time 8 hour. The reactants are C(C)(C)(C)OC(C1=CC(=C(C=C1)[N+](=O)[O-])F)=O (3-fluoro-4-nitro-benzoic acid tert-butyl ester), Cl.C(C)OC(CCN)=O (Beta-Alanine ethyl ester hydrochloride), CCN(C(C)C)C(C)C (DIEA). Solvent: O (water), CN(C)C=O (DMF). RXN SMILES: [C:1]([O:5][C:6](=[O:17])[C:7]1[CH:12]=[CH:11][C:10]([N+:13]([O-:15])=[O:14])=[C:9](F)[CH:8]=1)([CH3:4])([CH3:3])[CH3:2].Cl.[CH2:19]([O:21][C:22](=[O:26])[CH2:23][CH2:24][NH2:25])[CH3:20].CCN(C(C)C)C(C)C>CN(C=O)C.O>[C:1]([O:5][C:6](=[O:17])[C:7]1[CH:12]=[CH:11][C:10]([N+:13]([O-:15])=[O:14])=[C:9]([NH:25][CH2:24][CH2:23][C:22]([O:21][CH2:19][CH3:20])=[O:26])[CH:8]=1)([CH3:4])([CH3:3])[CH3:2] |f:1.2|. Starting materials: C(C)OC(CN1N=CC=2C(CCCC12)NS(=O)(=O)C1=CC(=CC(=C1)C#C[Si](C)(C)C)C(F)(F)F)=O ([4-(3-trifluoromethyl-5-trimethylsilanylethynyl-benzenesulfonylamino)-4,5,6,7-tetrahydro-indazol-1-yl]-acetic acid ethyl ester), [F-].[K+] (potassium fluoride). Run in CN(C=O)C (N,N-dimethylformamide), O (water). Reaction conditions: time 4 hour. Product: C(C)OC(CN1N=CC=2C(CCCC12)NS(=O)(=O)C1=CC(=CC(=C1)C(F)(F)F)C#C)=O ([4-(3-ethynyl-5-trifluoromethyl-benzenesulfonylamino)-4,5,6,7-tetrahydro-indazol-1-yl]-acetic acid ethyl ester). Isolated yield 98.2%. RXN SMILES: [CH2:1]([O:3][C:4](=[O:35])[CH2:5][N:6]1[C:14]2[CH2:13][CH2:12][CH2:11][CH:10]([NH:15][S:16]([C:19]3[CH:24]=[C:23]([C:25]#[C:26][Si](C)(C)C)[CH:22]=[C:21]([C:31]([F:34])([F:33])[F:32])[CH:20]=3)(=[O:18])=[O:17])[C:9]=2[CH:8]=[N:7]1)[CH3:2].[F-].[K+]>CN(C)C=O.O>[CH2:1]([O:3][C:4](=[O:35])[CH2:5][N:6]1[C:14]2[CH2:13][CH2:12][CH2:11][CH:10]([NH:15][S:16]([C:19]3[CH:20]=[C:21]([C:31]([F:33])([F:34])[F:32])[CH:22]=[C:23]([C:25]#[CH:26])[CH:24]=3)(=[O:18])=[O:17])[C:9]=2[CH:8]=[N:7]1)[CH3:2] |f:1.2|. Reported procedure: To a solution of [4-(3-trifluoromethyl-5-trimethylsilanylethynyl-benzenesulfonylamino)-4,5,6,7-tetrahydro-indazol-1-yl]-acetic acid ethyl ester (40.0 mg, 0.076 mmol) in N,N-dimethylformamide and water (3 mL, 150:1) was added potassium fluoride (23.0 mg, 0.30 mmol). The mixture was stirred at room temperature for 4 hours. The resulting mixture was poured into ice and extracted with dichloromethane. The organic layer was washed with brine, dried over sodium sulfate, concentrated and purified by co... The reactants are resin, ice, CN1CCCC1=O (NMP), [Cl-].[Cl-].[Ca+2] (CaCl2), NC=1C=C(C=C(C(=O)Cl)C1)C(=O)Cl (5-aminoisophthaloyl chloride), polystyrene, CN1CCCC1=O (NMP). Solvent: CC(=O)N(C)C.[Li+].[Br-].OP(=O)(O)O.C1CCOC1 (DMAc LiBr H3PO4 THF). Reaction conditions: time 2 hour. The product is Cl.NC=1C=C(C=C(C(=O)Cl)C1)C(=O)Cl (5-Aminoisophthaloyl Chloride Hydrogen Chloride). As a reaction SMILES: CN1C(=O)CCC1.[Cl-].[Cl-].[Ca+2].[NH2:11][C:12]1[CH:13]=[C:14]([C:21]([Cl:23])=[O:22])[CH:15]=[C:16]([CH:20]=1)[C:17]([Cl:19])=[O:18]>CC(N(C)C)=O.[Li+].[Br-].OP(O)(O)=O.C1COCC1>[ClH:19].[NH2:11][C:12]1[CH:20]=[C:16]([C:17]([Cl:19])=[O:18])[CH:15]=[C:14]([CH:13]=1)[C:21]([Cl:23])=[O:22] |f:1.2.3,5.6.7.8.9,10.11|. Procedure details: To a 500 ml resin kettle with a stainless egg beater type stirrer fitted with a nitrogen inlet and CaSO4 tube outlet was added 200 ml of NMP and 15.6 g of CaCl2. It was warmed with until all of the salt dissolved. The resin kettle was immersed in an ice bath, and was stirred for 30 min in the ice bath to ensure low temperature. To this was added 6.76 g of 5-aminoisophthaloyl chloride and then the ice bath was removed, and stirring was continued for 2 hrs. The solution was poured into water in a ...